This data is from the Open Reaction Database (ORD), a public repository of structured organic reaction records. The task is: describe an organic reaction: reactants, conditions, products, and yield The reactants are ClC1=NC=NC(=C1)OCC#C (4-chloro-6-(2-propynyloxy)pyrimidine), C([O-])([O-])=O.[K+].[K+] (potassium carbonate), FC(C1=C(C=CC=C1)O)(F)F (2-trifluoromethylphenol), [Cl-].[NH4+] (ammonium chloride). The product is FC(C1=C(OC2=NC=NC(=C2)OCC#C)C=CC=C1)(F)F (4-(2-trifluoromethylphenoxy)-6-(2-propynyloxy)pyrimidine). Isolated yield 40.6%. RXN SMILES: Cl[C:2]1[CH:7]=[C:6]([O:8][CH2:9][C:10]#[CH:11])[N:5]=[CH:4][N:3]=1.C(=O)([O-])[O-].[K+].[K+].[F:18][C:19]([F:28])([F:27])[C:20]1[CH:25]=[CH:24][CH:23]=[CH:22][C:21]=1[OH:26].[Cl-].[NH4+]>CN(C)C=O>[F:18][C:19]([F:27])([F:28])[C:20]1[CH:25]=[CH:24][CH:23]=[CH:22][C:21]=1[O:26][C:2]1[CH:7]=[C:6]([O:8][CH2:9][C:10]#[CH:11])[N:5]=[CH:4][N:3]=1 |f:1.2.3,5.6|. Reaction conditions: temperature 60 celsius, time 7 hour. The solvent is CN(C=O)C (N,N-dimethylformamide). Procedure details: To 5 ml of N,N-dimethylformamide were added 0.2 g of 4-chloro-6-(2-propynyloxy)pyrimidine, 0.25 g of potassium carbonate, and 0.19 g of 2-trifluoromethylphenol, followed by stirring at 60° C. for 7 hours. The reaction mixture was then left for cooling to room temperature and poured into a saturated aqueous ammonium chloride solution, which was extracted three times with chloroform. The chloroform layers were combined, washed with diluted hydrochloric acid and then with water, and dried over anhy... Starting materials: CCOC(=O)C(=O)c1cn(Cc2ccc(C(C)(C)C)cc2)c2ccc(-c3ccc(OC(F)(F)F)cc3)cc12, C1CCOC1, CCCCCC, [K+], [OH-], O. The product is CC(C)(C)c1ccc(Cn2cc(C(=O)C(=O)O)c3cc(-c4ccc(OC(F)(F)F)cc4)ccc32)cc1. RXN SMILES: [C:1]([CH3:2])([CH3:3])([CH3:4])[c:5]1[cH:6][cH:7][c:8]([CH2:9][n:10]2[cH:11][c:12]([C:30]([C:31](=[O:32])[O:33][CH2:34][CH3:35])=[O:36])[c:13]3[cH:14][c:15](-[c:19]4[cH:20][cH:21][c:22]([O:25][C:26]([F:27])([F:28])[F:29])[cH:23][cH:24]4)[cH:16][cH:17][c:18]23)[cH:37][cH:38]1.[CH2:47]1[O:48][CH2:49][CH2:50][CH2:51]1.[CH3:41][CH2:42][CH2:43][CH2:44][CH2:45][CH3:46].[K+:40].[OH-:39].[OH2:52]>>[C:1]([CH3:2])([CH3:3])([CH3:4])[c:5]1[cH:6][cH:7][c:8]([CH2:9][n:10]2[cH:11][c:12]([C:30]([C:31](=[O:32])[OH:33])=[O:36])[c:13]3[cH:14][c:15](-[c:19]4[cH:20][cH:21][c:22]([O:25][C:26]([F:27])([F:28])[F:29])[cH:23][cH:24]4)[cH:16][cH:17][c:18]23)[cH:37][cH:38]1. Reactants: C(C)C=1N(C=C(N1)C)C1=CC=C(C=C1)C=1CCC(NN1)=O (4,5-dihydro-6-[4-(2-ethyl-4-methyl-1H-imidazol-1-yl)phenyl]-3(2H)-pyridazinone), BrBr (bromine). The solvent is C(C)(=O)O (acetic acid). Yields the product C(C)C=1N(C=C(N1)C)C1=CC=C(C=C1)C=1C=CC(NN1)=O (6-[4-(2-ethyl-4-methyl-1H-imidazol-1-yl)phenyl]-3(2H)-pyridazinone). Reaction SMILES: [CH2:1]([C:3]1[N:4]([C:9]2[CH:14]=[CH:13][C:12]([C:15]3[CH2:16][CH2:17][C:18](=[O:21])[NH:19][N:20]=3)=[CH:11][CH:10]=2)[CH:5]=[C:6]([CH3:8])[N:7]=1)[CH3:2].BrBr>C(O)(=O)C>[CH2:1]([C:3]1[N:4]([C:9]2[CH:10]=[CH:11][C:12]([C:15]3[CH:16]=[CH:17][C:18](=[O:21])[NH:19][N:20]=3)=[CH:13][CH:14]=2)[CH:5]=[C:6]([CH3:8])[N:7]=1)[CH3:2]. Procedure details: Similarly, reaction of 4,5-dihydro-6-[4-(2-ethyl-4-methyl-1H-imidazol-1-yl)phenyl]-3(2H)-pyridazinone with bromine in acetic acid as described in this Example gives 6-[4-(2-ethyl-4-methyl-1H-imidazol-1-yl)phenyl]-3(2H)-pyridazinone. The reactants are CCO, [H][H], N#Cc1ccc(N)c([N+](=O)[O-])c1. Yields the product N#Cc1ccc(N)c(N)c1. As a reaction SMILES: [CH3:15][CH2:16][OH:17].[H:13][H:14].[NH2:1][c:2]1[c:3]([N+:10]([O-:11])=[O:12])[cH:4][c:5]([C:6]#[N:7])[cH:8][cH:9]1>>[NH2:1][c:2]1[c:3]([NH2:10])[cH:4][c:5]([C:6]#[N:7])[cH:8][cH:9]1. The reactants are C(C)OCC (diethyl ether), C(C)(=O)C1=NC=2N(C=C1)C(=CN2)C=2C=CC(=C(C2)C=2C(=CC=CC2)C#N)F (5′-(7-Acetylimidazo[1,2-α]pyrimidin-3-yl)-2′-fluorobiphenyl-2-carbonitrile), [Br-].[Br-].[Br-].[NH+]1=CC=CC=C1.[NH+]1=CC=CC=C1.[NH+]1=CC=CC=C1 (pyridinium tribromide), C(C)(=S)N (Thioacetamide). The solvent is C(Cl)(Cl)Cl (chloroform). Run at temperature 50 celsius, time 16 hour. The product is FC1=C(C=C(C=C1)C1=CN=C2N1C=CC(=N2)C2=CN=C(S2)C)C=2C(=CC=CC2)C#N (2′-fluoro-5′-[7-(2-methylthiazol-5-yl)imidazo[1,2-α]pyrimidin-3-yl]biphenyl-2-carbonitrile). Isolated yield 11.0%. As a reaction SMILES: [C:1]([C:4]1[CH:9]=[CH:8][N:7]2[C:10]([C:13]3[CH:14]=[CH:15][C:16]([F:27])=[C:17]([C:19]4[C:20]([C:25]#[N:26])=[CH:21][CH:22]=[CH:23][CH:24]=4)[CH:18]=3)=[CH:11][N:12]=[C:6]2[N:5]=1)(=O)[CH3:2].[Br-].[Br-].[Br-].[NH+]1C=CC=CC=1.[NH+]1C=CC=CC=1.[NH+]1C=CC=CC=1.[C:49]([NH2:52])(=[S:51])[CH3:50].C(OCC)C>C(Cl)(Cl)Cl>[F:27][C:16]1[CH:15]=[CH:14][C:13]([C:10]2[N:7]3[CH:8]=[CH:9][C:4]([C:1]4[S:51][C:49]([CH3:50])=[N:52][CH:2]=4)=[N:5][C:6]3=[N:12][CH:11]=2)=[CH:18][C:17]=1[C:19]1[C:20]([C:25]#[N:26])=[CH:21][CH:22]=[CH:23][CH:24]=1 |f:1.2.3.4.5.6|. Procedure: 5′-(7-Acetylimidazo[1,2-α]pyrimidin-3-yl)-2′-fluorobiphenyl-2-carbonitrile (80 mg, 0.22 mmol) and pyridinium tribromide (110 mg, 0.34 mmol) in chloroform (5 ml) was stirred at 50° C. for 3 h. Thioacetamide (33 mg, 0.44 mmol) was then added and the reaction stirred at 50° C. for 16 h. The resulting mixture was partitioned between dichloromethane and saturated aqueous sodium hydrogencarbonate solution. The organic extracts were washed with brine, dried over anhydrous magnesium sulfate, filtered an... The reactants are CC1=CC=C(C=C1)S(=O)(=O)O[C@@H]1CN(CC1)C(=O)C1=CC=C2C(=CN(C2=C1)C1=NC=C(C=N1)C1=C(C=CC=C1)F)S(=O)C ((3S)-1-(1-(5-(2-Fluorophenyl)pyrimidin-2-yl)-3-(methylsulfinyl)-1H-indole-6-carbonyl)pyrrolidin-3-yl 4-methylbenzenesulfonate), ClC=1C=C(C(=O)OO)C=CC1 (m-chloroperoxybenzoic acid), CS(=O)(=O)C (methylsulfone), [N-]=[N+]=[N-].[Na+] (sodium azide), 68c, CC1=CC=C(C=C1)S(=O)(=O)O[C@@H]1CN(CC1)C(=O)C1=CC=C2C(=CN(C2=C1)C1=NC=C(C=N1)C1=C(C=CC=C1)F)S(=O)C ((3S)-1-(1-(5-(2-Fluorophenyl)pyrimidin-2-yl)-3-(methylsulfinyl)-1H-indole-6-carbonyl)pyrrolidin-3-yl 4-methylbenzenesulfonate), CS(=O)(=O)C (methylsulfone). Yields the product N[C@H]1CN(CC1)C(=O)C1=CC=C2C(=CN(C2=C1)C1=NC=C(C=N1)C1=C(C=CC=C1)F)S(=O)(=O)C ((R)-(3-Aminopyrrolidin-1-yl)(1-(5-(2-fluorophenyl)pyrimidin-2-yl)-3-(methylsulfonyl)-1H-indol-6-yl)methanone). RXN SMILES: CC1C=CC(S(O[C@H:12]2[CH2:16][CH2:15][N:14]([C:17]([C:19]3[CH:27]=[C:26]4[C:22]([C:23](S(C)=O)=[CH:24][N:25]4[C:28]4[N:33]=[CH:32][C:31]([C:34]5[CH:39]=[CH:38][CH:37]=[CH:36][C:35]=5[F:40])=[CH:30][N:29]=4)=[CH:21][CH:20]=3)=[O:18])[CH2:13]2)(=O)=O)=CC=1.[CH3:44][S:45](C)(=[O:47])=[O:46].ClC1C=C(C=CC=1)C(OO)=O.[N-:60]=[N+]=[N-].[Na+]>>[NH2:60][C@@H:12]1[CH2:16][CH2:15][N:14]([C:17]([C:19]2[CH:27]=[C:26]3[C:22]([C:23]([S:45]([CH3:44])(=[O:47])=[O:46])=[CH:24][N:25]3[C:28]3[N:29]=[CH:30][C:31]([C:34]4[CH:39]=[CH:38][CH:37]=[CH:36][C:35]=4[F:40])=[CH:32][N:33]=3)=[CH:21][CH:20]=2)=[O:18])[CH2:13]1 |f:3.4|. Procedure details: The target compound was obtained in three chemical steps from 68a). In the first step, compound 68a) was oxidized to the corresponding methylsulfone with use of m-chloroperoxybenzoic acid. The methylsulfone was then reacted with sodium azide and afterwards hydrogenated in analogy to the procedures 68b) and 68c), respectively. White solid. Yield: 75 mg. HPLC-MS (method 4): Rt=2.72 min; m/z [M+H]+=479.9